Dataset: the Open Reaction Database (ORD), a public repository of structured organic reaction records. Task: describe an organic reaction: reactants, conditions, products, and yield Starting materials: C1=CC=C2C(=C1)C(=O)C1=C(C2=O)SC(=C(S1)C#N)C#N (dithianon), S(=O)(=O)(OCCCCCCCCCCCC)[O-].[Na+] (sodium dodecyl sulfate), sodium lignosulfonate, C1(=CC=CC2=CC=CC=C12)S(=O)(=O)OC.[Na].C=O (sodium methyl naphthalene sulfonate formaldehyde). Product: O.C1=CC=C2C(=C1)C(=O)C1=C(C2=O)SC(=C(S1)C#N)C#N (Dithianon Water). RXN SMILES: [CH:1]1[CH:6]=[C:5]2[C:7]([C:9]3[S:16][C:15]([C:17]#[N:18])=[C:14]([C:19]#[N:20])[S:13][C:10]=3[C:11](=[O:12])[C:4]2=[CH:3][CH:2]=1)=[O:8].C1(S(OC)(=O)=O)C2C(=CC=CC=2)C=CC=1.[Na].C=O.S([O-])(OCCCCCCCCCCCC)(=O)=O.[Na+]>>[OH2:8].[CH:2]1[CH:3]=[C:4]2[C:11]([C:10]3[S:13][C:14]([C:19]#[N:20])=[C:15]([C:17]#[N:18])[S:16][C:9]=3[C:7](=[O:8])[C:5]2=[CH:6][CH:1]=1)=[O:12] |f:1.2.3,4.5,6.7,^1:35|. Procedure details: 2% benziothiazolinone, 63% dithianon, 5% sodium lignosulfonate, 7% sodium methyl naphthalene sulfonate-formaldehyde condensate, 3% sodium dodecyl sulfate, complemented to 100% with diatomite. Run in CC(=O)C (acetone). Product: COC(CC1(C(CCCCC1)=O)C)=O (1-methyl-2-oxocycloheptaneacetic acid methyl ester). RXN SMILES: [CH3:1][C:2]1([CH2:10][C:11]([OH:13])=[O:12])[CH2:8][CH2:7][CH2:6][CH2:5][CH2:4][C:3]1=[O:9].[C:14](=O)([O-])[O-].[K+].[K+].CI>CC(C)=O>[CH3:14][O:12][C:11](=[O:13])[CH2:10][C:2]1([CH3:1])[CH2:8][CH2:7][CH2:6][CH2:5][CH2:4][C:3]1=[O:9] |f:1.2.3|. Starting materials: CI (Methyl iodide), CC1(C(CCCCC1)=O)CC(=O)O (1-methyl-2-oxocycloheptaneacetic acid), C([O-])([O-])=O.[K+].[K+] (potassium carbonate), CI (methyl iodide). Procedure: A mixture of 1-methyl-2-oxocycloheptaneacetic acid (3.0 g, 0.0163 mole, obtained as described above), anhydrous potassium carbonate (2.76 g, 0.020 mole) and methyl iodide (8 ml) in acetone (50 ml) is stirred and heated to reflux for 2 hrs. Methyl iodide (3ml) is added and heating to reflux is continued for another 3 hrs. The solvent is evaporated, the residue taken up in water (50 ml), saturated with sodium chloride, and extracted with ether. The combined ether extracts are washed with saturated... Reaction conditions: time 3 hour.